This data is from the Open Reaction Database (ORD), a public repository of structured organic reaction records. The task is: describe an organic reaction: reactants, conditions, products, and yield The reactants are CCN(C(C)C)C(C)C, COC(=O)CCC1CCC(N2CCN(c3cnc4c(n3)CCNCC4)C2=O)CC1, CC#N, ClCc1ccccc1, [I-], [Na+]. Yields the product COC(=O)CCC1CCC(N2CCN(c3cnc4c(n3)CCN(Cc3ccccc3)CC4)C2=O)CC1. As a reaction SMILES: [CH2:38]([N:39]([CH:40]([CH3:41])[CH3:42])[CH:43]([CH3:44])[CH3:45])[CH3:46].[CH3:1][O:2][C:3](=[O:4])[CH2:5][CH2:6][CH:7]1[CH2:8][CH2:9][CH:10]([N:13]2[C:14](=[O:29])[N:15]([c:18]3[cH:19][n:20][c:21]4[c:22]([n:28]3)[CH2:23][CH2:24][NH:25][CH2:26][CH2:27]4)[CH2:16][CH2:17]2)[CH2:11][CH2:12]1.[CH3:49][C:50]#[N:51].[Cl:30][CH2:31][c:32]1[cH:33][cH:34][cH:35][cH:36][cH:37]1.[I-:48].[Na+:47]>>[CH3:1][O:2][C:3](=[O:4])[CH2:5][CH2:6][CH:7]1[CH2:8][CH2:9][CH:10]([N:13]2[C:14](=[O:29])[N:15]([c:18]3[cH:19][n:20][c:21]4[c:22]([n:28]3)[CH2:23][CH2:24][N:25]([CH2:31][c:32]3[cH:33][cH:34][cH:35][cH:36][cH:37]3)[CH2:26][CH2:27]4)[CH2:16][CH2:17]2)[CH2:11][CH2:12]1. Reaction SMILES: [CH3:1][c:2]1[cH:3][c:4](-[c:8]2[cH:9][cH:10][c:11]([C:14](=[CH:15][C:16](=[O:17])[O-:18])[CH3:19])[cH:12][cH:13]2)[cH:5][cH:6][cH:7]1.[CH3:20][CH:21]([CH2:22][AlH:23][CH2:24][CH:25]([CH3:26])[CH3:27])[CH3:28]>>[CH3:1][c:2]1[cH:3][c:4](-[c:8]2[cH:9][cH:10][c:11]([C:14](=[CH:15][CH2:16][OH:17])[CH3:19])[cH:12][cH:13]2)[cH:5][cH:6][cH:7]1. Starting materials: CC(=CC(=O)[O-])c1ccc(-c2cccc(C)c2)cc1, CC(C)C[AlH]CC(C)C. Product: CC(=CCO)c1ccc(-c2cccc(C)c2)cc1. The reactants are ClC1=NC=C(C(=N1)Cl)[N+](=O)[O-] (2,4-dicloro-5-nitropyrimidine), CCN(C(C)C)C(C)C (DIEA), N[C@@H]1CC[C@H](CC1)O (trans-4-aminocyclohexanol). Solvent: C(Cl)Cl (DCM). Yields the product ClC1=NC=C(C(=N1)N[C@@H]1CC[C@H](CC1)O)[N+](=O)[O-] (Trans-4-(2-Chloro-5nitropyrimidin-4-ylamino)cyclohexanol). Isolated yield 77.1%. Reaction SMILES: [Cl:1][C:2]1[N:7]=[C:6](Cl)[C:5]([N+:9]([O-:11])=[O:10])=[CH:4][N:3]=1.CCN(C(C)C)C(C)C.[NH2:21][C@H:22]1[CH2:27][CH2:26][C@H:25]([OH:28])[CH2:24][CH2:23]1>C(Cl)Cl>[Cl:1][C:2]1[N:7]=[C:6]([NH:21][C@H:22]2[CH2:27][CH2:26][C@H:25]([OH:28])[CH2:24][CH2:23]2)[C:5]([N+:9]([O-:11])=[O:10])=[CH:4][N:3]=1. Procedure: A solution of 2,4-dicloro-5-nitropyrimidine (930 mg) in DCM (40 mL) was treated with DIEA (0.9 mL) and trans-4-aminocyclohexanol (345 mg) at −78° C. for 6 hours. The mixture was allowed to slowly warm to room temperature and stirred for 12 more hours. The solvent was evaporated and the crude mixture was purified by silica gel chromatography (DCM:EtOAc 70:30) to provide 630 mg of the title compound. Starting materials: CC(C)([O-])C.[K+] (potassium tert-butoxide), C(C)OC(C1=CC(=C(C=C1)O)O)=O (3,4-Dihydroxy-benzoic acid ethyl ester), C(C)(=O)OC(C)=O (Acetic anhydride). Solvent: CN(C)C=O (DMF). Reaction conditions: time 10 minute. Yields the product C(C)OC(C1=CC(=C(C=C1)O)OC(C)=O)=O (3-Acetoxy-4-hydroxy-benzoic acid ethyl ester). As a reaction SMILES: [CH2:1]([O:3][C:4](=[O:13])[C:5]1[CH:10]=[CH:9][C:8]([OH:11])=[C:7]([OH:12])[CH:6]=1)[CH3:2].[CH3:14][C:15](C)([O-:17])C.[K+].C(OC(=O)C)(=O)C>CN(C=O)C>[CH2:1]([O:3][C:4](=[O:13])[C:5]1[CH:10]=[CH:9][C:8]([OH:11])=[C:7]([O:12][C:15](=[O:17])[CH3:14])[CH:6]=1)[CH3:2] |f:1.2|. Procedure details: 3,4-Dihydroxy-benzoic acid ethyl ester (550 mg, 3.02 mmol) was dissolved in DMF (5 ml), potassium tert-butoxide (210 mg, 2.87 mmol) was added and the mixture stirred for 10 min. Acetic anhydride (339 mg, 3.32 mmol) was added and stirring continued for 10 min. The mixture was partitioned between EA and 2 N hydrochloric acid, and the aqueous phase extracted with EA. The combined organic phases were dried over sodium chloride, decanted and evaporated to dryness. The residue was purified by RP HPLC ... Procedure details: To a solution of dimethyl acetylenedicarboxylate (1.73 mL, 14.07 mmol) in THF (65 mL) at 0° C. was added dropwise TMS-diazomethane (7.74 mL, 15.48 mmol, 2M/hexanes) and the mixture was allowed to warm to ambient temperature in 2 h. After 18 h, 1M hydrochloric acid (10 mL) was added until bubbling stopped and stirring at ambient temperature continued for 30 min. The mixture was diluted with EtOAc and washed with saturated sodium bicarbonate/water. The organic layer was dried over sodium sulfate a... As a reaction SMILES: [C:1]([C:7]([O:9][CH3:10])=[O:8])#[C:2][C:3]([O:5][CH3:6])=[O:4].[Si]([CH:15]=[N+:16]=[N-:17])(C)(C)C.Cl>C1COCC1>[NH:16]1[CH:15]=[C:2]([C:3]([O:5][CH3:6])=[O:4])[C:1]([C:7]([O:9][CH3:10])=[O:8])=[N:17]1. Starting materials: C(#CC(=O)OC)C(=O)OC (dimethyl acetylenedicarboxylate), [Si](C)(C)(C)C=[N+]=[N-] (TMS-diazomethane), Cl (hydrochloric acid). Solvent: C1CCOC1 (THF). The yield is 111.9%. The product is N1N=C(C(=C1)C(=O)OC)C(=O)OC (Dimethyl 1H-pyrazole-3,4-dicarboxylate). Conditions: time 18 hour.